Dataset: the Open Reaction Database (ORD), a public repository of structured organic reaction records. Task: describe an organic reaction: reactants, conditions, products, and yield Starting materials: CN(C)C=O, O=C(O)c1cc2cc(O)c(O)cc2oc1=O, O=S(Cl)Cl. The product is O=C(Cl)c1cc2cc(O)c(O)cc2oc1=O. Reaction SMILES: [CH3:21][N:22]([CH3:23])[CH:24]=[O:25].[OH:1][c:2]1[c:3]([OH:16])[cH:4][c:5]2[c:6]([cH:7][c:8]([C:12](=[O:13])[OH:14])[c:9](=[O:11])[o:10]2)[cH:15]1.[S:17]([Cl:18])([Cl:19])=[O:20]>>[OH:1][c:2]1[c:3]([OH:16])[cH:4][c:5]2[c:6]([cH:7][c:8]([C:12](=[O:13])[Cl:19])[c:9](=[O:11])[o:10]2)[cH:15]1. The reactants are BrC1C(C2=C(N=C(S2)NC(=O)NCC)CC1)=O (N-(6-bromo-7-oxo-4,5,6,7-tetrahydro-1,3-benzothiazol-2-yl)-N′-ethylurea), C(C1=CN=CC=C1)(=S)N (thionicotinamide). Run in C(CC)O (n-propanol). Conditions: temperature 105 celsius. The product is C(C)NC(=O)NC=1SC2=C(N1)CCC1=C2N=C(S1)C=1C=NC=CC1 (N-Ethyl-N′-[7-(3-pyridyl)-4,5-dihydro[1,3]thiazolo[4′,5′: 3,4]benzo[d][1,3]thiazol-2-yl]urea). Yield: 35.4%. As a reaction SMILES: Br[CH:2]1[CH2:16][CH2:15][C:5]2[N:6]=[C:7]([NH:9][C:10]([NH:12][CH2:13][CH3:14])=[O:11])[S:8][C:4]=2[C:3]1=O.[C:18]([NH2:26])(=[S:25])[C:19]1[CH:24]=[CH:23][CH:22]=[N:21][CH:20]=1>C(O)CC>[CH2:13]([NH:12][C:10]([NH:9][C:7]1[S:8][C:4]2[C:3]3[N:26]=[C:18]([C:19]4[CH:20]=[N:21][CH:22]=[CH:23][CH:24]=4)[S:25][C:2]=3[CH2:16][CH2:15][C:5]=2[N:6]=1)=[O:11])[CH3:14]. Procedure: A suspension of N-(6-bromo-7-oxo-4,5,6,7-tetrahydro-1,3-benzothiazol-2-yl)-N′-ethylurea (25 mg, 0.079 mmol) and thionicotinamide (11 mg, 0.079 mmol) in n-propanol (0.4 mL) was heated to about 105° C. for about 16 hrs. The reaction mixture was concentrated in vacuo and the residual crude material was purified by preparative HPLC. 10 mg (36%) pure product was isolated. Yield: 54.0%. Procedure details: A solution of (6-chloro-pyridin-2-yl)-acetic acid ethyl ester (1.8 g, 9.05 mmol) in dry tetrahydrofuran (25 mL) was cooled to 0° C. Borane-dimethylsulfide complex (4.35 mL, 45.25 mmol) was added dropwise and the reaction mixture warmed to room temperature before heating at reflux overnight. The mixture was cooled to room temperature and quenched into saturated ammonium chloride solution and extracted with ethyl acetate. The separated organic layer was washed with water, brine, dried over anhydro... Product: ClC1=CC=CC(=N1)C(C)O ((6-chloro-pyridin-2-yl)-ethanol). RXN SMILES: C(O[C:4](=O)[CH2:5][C:6]1[CH:11]=[CH:10][CH:9]=[C:8]([Cl:12])[N:7]=1)C.[O:14]1CCCC1>>[Cl:12][C:8]1[N:7]=[C:6]([CH:5]([OH:14])[CH3:4])[CH:11]=[CH:10][CH:9]=1. Starting materials: C(C)OC(CC1=NC(=CC=C1)Cl)=O ((6-chloro-pyridin-2-yl)-acetic acid ethyl ester), O1CCCC1 (tetrahydrofuran). Reactants: [H-].[Al+3].[Li+].[H-].[H-].[H-] (Lithium aluminium hydride), C(C)OC(=O)COC=1C=CC=C2C(=NC(=NC12)NC1=C(C=CC=C1)C)N(C)C1=CC=CC=C1 (8-(ethoxycarbonylmethoxy)-4-(N-methylphenylamino)-2-[(2-methylphenyl)amino]quinazoline), [OH-].[Na+] (NaOH), O (Water). Solvent: C1CCOC1 (THF). Product: OCCOC=1C=CC=C2C(=NC(=NC12)NC1=C(C=CC=C1)C)N(C)C1=CC=CC=C1 (8-(Hydroxyethoxy)-4-(N-methylphenylamino)-2-[(2-methylphenyl)amino]quinazoline). As a reaction SMILES: [H-].[Al+3].[Li+].[H-].[H-].[H-].C([O:9][C:10]([CH2:12][O:13][C:14]1[CH:15]=[CH:16][CH:17]=[C:18]2[C:23]=1[N:22]=[C:21]([NH:24][C:25]1[CH:30]=[CH:29][CH:28]=[CH:27][C:26]=1[CH3:31])[N:20]=[C:19]2[N:32]([C:34]1[CH:39]=[CH:38][CH:37]=[CH:36][CH:35]=1)[CH3:33])=O)C.O.[OH-].[Na+]>C1COCC1>[OH:9][CH2:10][CH2:12][O:13][C:14]1[CH:15]=[CH:16][CH:17]=[C:18]2[C:23]=1[N:22]=[C:21]([NH:24][C:25]1[CH:30]=[CH:29][CH:28]=[CH:27][C:26]=1[CH3:31])[N:20]=[C:19]2[N:32]([C:34]1[CH:35]=[CH:36][CH:37]=[CH:38][CH:39]=1)[CH3:33] |f:0.1.2.3.4.5,8.9|. Procedure details: Lithium aluminium hydride (0.27 g, 7.1 mmol) was added to dry distilled THF (50 ml) and the mixture stirred in an ice-bath under dry nitrogen. A solution of 8-(ethoxycarbonylmethoxy)-4-(N-methylphenylamino)-2-[(2-methylphenyl)amino]quinazoline (2.4 g, 5.43 mmol) in dry THF (30 ml) was added dropwise at such a rate as to keep the reaction temperature below 5°. The mixture was then allowed to freely reach room temperature and stirred for three hours. Water was carefully added followed by a little ... Starting materials: NCC(CO)O (3-amino-l,2-propandiol), C(=CCCCCCCCCCC)C1C(=O)OC(C1)=O (dodecenyl succinic anhydride). Reagents/catalysts: C[O-].[Na+] (sodium methoxide). Solvent: four. Run at temperature 135 celsius. Product: C(CCC(=O)O)(=O)O.C(=CCCCCCCCCCC)C(C(C=N)O)O (dodecenyl 3-imino-1,2-propanediol succinate). Yield: 172.6%. As a reaction SMILES: [NH2:1][CH2:2][CH:3]([OH:6])[CH2:4][OH:5].[CH:7]([CH:19]1[CH2:24][C:23](=[O:25])[O:22][C:20]1=[O:21])=[CH:8][CH2:9][CH2:10][CH2:11][CH2:12][CH2:13][CH2:14][CH2:15][CH2:16]CC>C[O-].[Na+]>[C:23]([OH:22])(=[O:25])[CH2:24][CH2:19][C:20]([OH:21])=[O:5].[CH:20]([CH:4]([OH:5])[CH:3]([OH:6])[CH:2]=[NH:1])=[CH:19][CH2:7][CH2:8][CH2:9][CH2:10][CH2:11][CH2:12][CH2:13][CH2:14][CH2:15][CH3:16] |f:2.3,4.5|. Procedure details: A 100 ml four necked round bottom flask equipped with a mechanical stirrer, thermometer, nitrogen inlet and short path distillation head was charged with 3-amino-l,2-propandiol (8.0 g, 8.78×10-2 mole), dodecenyl succinic anhydride (23.4 g, 8.78×10-2 mole) and sodium methoxide (0.05 g, 9.26×10-4 mole). The reaction mixture was heated to 135° C. for 6 hours under a mild nitrogen blanket giving 28.3 g (94.9% yield) of dodecenyl 3-imino-1,2-propanediol succinate. The reactants are C1(=CC=CC=C1)C=1NC(=CC1C1=CC=NC=C1)C1=CC=C(C=C1)[N+](=O)[O-] (2-phenyl-3-(4-pyridyl)-5-[(4-nitro)phenyl]-1H-pyrrole). The reagents and catalysts are [Pt](=O)=O (platinum (IV) oxide). Yields the product C1(=CC=CC=C1)C=1NC(=CC1C1=CC=NC=C1)C1=CC=C(C=C1)N (2-(phenyl)-5-(4-aminophenyl)-3-(4-pyridyl) pyrrole). As a reaction SMILES: [C:1]1([C:7]2[NH:8][C:9]([C:18]3[CH:23]=[CH:22][C:21]([N+:24]([O-])=O)=[CH:20][CH:19]=3)=[CH:10][C:11]=2[C:12]2[CH:17]=[CH:16][N:15]=[CH:14][CH:13]=2)[CH:6]=[CH:5][CH:4]=[CH:3][CH:2]=1>C(OCC)(=O)C.C(O)C.[Pt](=O)=O>[C:1]1([C:7]2[NH:8][C:9]([C:18]3[CH:19]=[CH:20][C:21]([NH2:24])=[CH:22][CH:23]=3)=[CH:10][C:11]=2[C:12]2[CH:17]=[CH:16][N:15]=[CH:14][CH:13]=2)[CH:2]=[CH:3][CH:4]=[CH:5][CH:6]=1. Run at time 2 hour. Procedure details: To a suspension of 55 mg (0.161 mmol) 2-phenyl-3-(4-pyridyl)-5-[(4-nitro)phenyl]-1H-pyrrole (prepared according to Example 33) in 1.5 ml ethyl acetate and 1.5 ml ethanol was added 10 mg platinum (IV) oxide. The mixture was stirred under H2 for 2 hours. The contents of flask were centrifuged, and the catalyst washed with ethyl acetate three times. The solvents were evaporated in vacuo to afford the desired product as a pale orange solid, homogeneous by TLC (5% MeOH/CH2Cl2). FAB ms: Calc.: 312 for... Solvent: C(C)(=O)OCC (ethyl acetate), C(C)O (ethanol).